From a dataset of the Open Reaction Database (ORD), a public repository of structured organic reaction records. describe an organic reaction: reactants, conditions, products, and yield The reactants are ClC=1C=2N(C3=CC=CC=C3N1)C(=NN2)CCC (4-chloro-1-propyl[1,2,4]triazolo[4,3-a]quinoxaline), C1(CCCC1)N (cyclopentanamine). Solvent: CN(C)C=O (DMF). Run at time 20 hour. Yields the product C1(CCCC1)NC=1C=2N(C3=CC=CC=C3N1)C(=NN2)CCC (N-cyclopentyl-1-propyl[1,2,4]triazolo[4,3-a]quinoxalin-4-amine). Isolated yield 82.9%. Reaction SMILES: Cl[C:2]1[C:3]2[N:4]([C:12]([CH2:15][CH2:16][CH3:17])=[N:13][N:14]=2)[C:5]2[C:10]([N:11]=1)=[CH:9][CH:8]=[CH:7][CH:6]=2.[CH:18]1([NH2:23])[CH2:22][CH2:21][CH2:20][CH2:19]1>CN(C=O)C>[CH:18]1([NH:23][C:2]2[C:3]3[N:4]([C:12]([CH2:15][CH2:16][CH3:17])=[N:13][N:14]=3)[C:5]3[C:10]([N:11]=2)=[CH:9][CH:8]=[CH:7][CH:6]=3)[CH2:22][CH2:21][CH2:20][CH2:19]1. Reported procedure: A reaction mixture of 4-chloro-1-propyl[1,2,4]triazolo[4,3-a]quinoxaline (1.0 g; 0.004 mole) and cyclopentanamine (1.0 g; 0.012 mole) in 15 ml of DMF was stirred at room temperature for 20 hours. The precipitated solid was filtered, washed with ethanol, and dried affording 0.98 g (82%) of N-cyclopentyl-1-propyl[1,2,4]triazolo[4,3-a]quinoxalin-4-amine having a mp of 186°-188° C. Starting materials: Cl, [Na+], C1COCCO1, [OH-], O, O=C(Nc1cccc(-c2ccco2)c1)c1ccc2c(Cl)nnc(Cl)c2c1. Product: O=C(Nc1cccc(-c2ccco2)c1)c1ccc2c(Cl)n[nH]c(=O)c2c1. As a reaction SMILES: [ClH:35].[Na+:28].[O:29]1[CH2:30][CH2:31][O:32][CH2:33][CH2:34]1.[OH-:27].[OH2:36].[o:1]1[c:2](-[c:6]2[cH:7][c:8]([NH:12][C:13](=[O:14])[c:15]3[cH:16][c:17]4[c:18]([Cl:26])[n:19][n:20][c:21]([Cl:25])[c:22]4[cH:23][cH:24]3)[cH:9][cH:10][cH:11]2)[cH:3][cH:4][cH:5]1>>[o:1]1[c:2](-[c:6]2[cH:7][c:8]([NH:12][C:13](=[O:14])[c:15]3[cH:16][c:17]4[c:18](=[O:29])[nH:19][n:20][c:21]([Cl:25])[c:22]4[cH:23][cH:24]3)[cH:9][cH:10][cH:11]2)[cH:3][cH:4][cH:5]1. The reactants are CSc1ccc(N)c(C)c1-c1ccccc1C, ClCCl, Cl, [I-], [K+], O=N[O-], [Na+], [Na+], [Na+], O, O=S([O-])[O-]. Yields the product CSc1ccc(I)c(C)c1-c1ccccc1C. As a reaction SMILES: [CH3:1][c:2]1[c:3]([NH2:4])[cH:5][cH:6][c:7]([S:16][CH3:17])[c:8]1-[c:9]1[c:10]([CH3:15])[cH:11][cH:12][cH:13][cH:14]1.[Cl:31][CH2:32][Cl:33].[ClH:18].[I-:24].[K+:23].[N:19]([O-:20])=[O:21].[Na+:22].[Na+:29].[Na+:30].[OH2:34].[S:25]([O-:26])([O-:27])=[O:28]>>[CH3:1][c:2]1[c:3]([I:24])[cH:5][cH:6][c:7]([S:16][CH3:17])[c:8]1-[c:9]1[c:10]([CH3:15])[cH:11][cH:12][cH:13][cH:14]1.